The task is: describe an organic reaction: reactants, conditions, products, and yield. This data is from the Open Reaction Database (ORD), a public repository of structured organic reaction records. The reactants are BrCC(=O)Br (2-bromoacetyl bromide), CC1=C2CCC(C2=CC=C1)N (rac-4-methyl-indan-1-ylamine), COC=1C=C(CC2NCCCC3=C2C=C(C(=C3)OC)OC)C=CC1OC (1-(3,4-dimethoxy-benzyl)-7,8-dimethoxy-2,3,4,5-tetrahydro-1H-benzo[c]azepine). Yields the product COC=1C=C(CC2N(CCCC3=C2C=C(C(=C3)OC)OC)CC(=O)NC3CCC2=C(C=CC=C32)C)C=CC1OC (2-[1-(3,4-Dimethoxy-benzyl)-7,8-dimethoxy-1,3,4,5-tetrahydro-benzo[c]azepin-2-yl]-N-(4-methyl-indan-1-yl)-acetamide). Reaction SMILES: Br[CH2:2][C:3](Br)=[O:4].[CH3:6][C:7]1[CH:15]=[CH:14][CH:13]=[C:12]2[C:8]=1[CH2:9][CH2:10][CH:11]2[NH2:16].[CH3:17][O:18][C:19]1[CH:20]=[C:21]([CH:38]=[CH:39][C:40]=1[O:41][CH3:42])[CH2:22][CH:23]1[C:29]2[CH:30]=[C:31]([O:36][CH3:37])[C:32]([O:34][CH3:35])=[CH:33][C:28]=2[CH2:27][CH2:26][CH2:25][NH:24]1>>[CH3:17][O:18][C:19]1[CH:20]=[C:21]([CH:38]=[CH:39][C:40]=1[O:41][CH3:42])[CH2:22][CH:23]1[C:29]2[CH:30]=[C:31]([O:36][CH3:37])[C:32]([O:34][CH3:35])=[CH:33][C:28]=2[CH2:27][CH2:26][CH2:25][N:24]1[CH2:2][C:3]([NH:16][CH:11]1[C:12]2[C:8](=[C:7]([CH3:6])[CH:15]=[CH:14][CH:13]=2)[CH2:9][CH2:10]1)=[O:4]. Procedure details: prepared by reaction of 2-bromoacetyl bromide with rac-4-methyl-indan-1-ylamine and 1-(3,4-dimethoxy-benzyl)-7,8-dimethoxy-2,3,4,5-tetrahydro-1H-benzo[c]azepine. Reactants: O=C(O)c1cc(NC2CCCCC2)ncn1, ClCCl, Nc1ccc(O)cc1F. Product: O=C(Nc1ccc(O)cc1F)c1cc(NC2CCCCC2)ncn1. As a reaction SMILES: [CH:1]1([NH:7][c:8]2[cH:9][c:10]([C:14](=[O:15])[OH:16])[n:11][cH:12][n:13]2)[CH2:2][CH2:3][CH2:4][CH2:5][CH2:6]1.[Cl:26][CH2:27][Cl:28].[NH2:17][c:18]1[c:19]([F:25])[cH:20][c:21]([OH:24])[cH:22][cH:23]1>>[CH:1]1([NH:7][c:8]2[cH:9][c:10]([C:14](=[O:16])[NH:17][c:18]3[c:19]([F:25])[cH:20][c:21]([OH:24])[cH:22][cH:23]3)[n:11][cH:12][n:13]2)[CH2:2][CH2:3][CH2:4][CH2:5][CH2:6]1. The reactants are COCCN1C(=NC2=C1C=1OC(CCC1C(=C2)C(=O)O)C2=CC=CC=C2)C (1-(2-Methoxyethyl)-2-methyl-8-phenyl-1,6,7,8-tetrahydrochromeno[7,8-d]imidazole-5-carboxylic acid), CNCCO (2-(methylamino)ethanol). The product is OCCN(C(=O)C=1C=2CCC(OC2C2=C(N=C(N2CCOC)C)C1)C1=CC=CC=C1)C (N-(2-Hydroxyethyl)-1-(2-methoxyethyl)-N,2-dimethyl-8-phenyl-1,6,7,8-tetrahydrochromeno[7,8-d]imidazole-5-carboxamide). Reaction SMILES: [CH3:1][O:2][CH2:3][CH2:4][N:5]1[C:9]2[C:10]3[O:11][CH:12]([C:21]4[CH:26]=[CH:25][CH:24]=[CH:23][CH:22]=4)[CH2:13][CH2:14][C:15]=3[C:16]([C:18](O)=[O:19])=[CH:17][C:8]=2[N:7]=[C:6]1[CH3:27].[CH3:28][NH:29][CH2:30][CH2:31][OH:32]>>[OH:32][CH2:31][CH2:30][N:29]([CH3:28])[C:18]([C:16]1[C:15]2[CH2:14][CH2:13][CH:12]([C:21]3[CH:22]=[CH:23][CH:24]=[CH:25][CH:26]=3)[O:11][C:10]=2[C:9]2[N:5]([CH2:4][CH2:3][O:2][CH3:1])[C:6]([CH3:27])=[N:7][C:8]=2[CH:17]=1)=[O:19]. Procedure: The title compound was prepared as a white solid in quantitative yield from 1-(2-methoxyethyl)-2-methyl-8-phenyl-1,6,7,8-tetrahydrochromeno[7,8-d]imidazole-5-carboxylic acid (200 mg, 0.55 mmol, Step 12 of Example 1) and 2-(methylamino)ethanol (45 mg, 0.60 mmol) by the same manner in Step 13 of Example 1. The reactants are CCO, C[SH]=C(N)NN, I, NC1CN2CCC1CC2. Product: N=C(NN)NC1CN2CCC1CC2, I. RXN SMILES: [CH3:17][CH2:18][OH:19].[CH3:2][SH:3]=[C:4]([NH:5][NH2:6])[NH2:7].[IH:1].[N:8]12[CH2:9][CH:10]([NH2:16])[CH:11]([CH2:12][CH2:13]1)[CH2:14][CH2:15]2>>[C:4]([NH:5][NH2:6])(=[NH:7])[NH:16][CH:10]1[CH2:9][N:8]2[CH2:13][CH2:12][CH:11]1[CH2:14][CH2:15]2.[IH:1]. Starting materials: BrC1=C(C=CC=C1)F (1-bromo-2-fluorobenzene), ClC=1C=C(C=C(C1)Cl)C(CC1=CC=CC=C1)=O (1-(3,5-dichlorophenyl)-2-phenylethanone), crude product. The product is FC1=C(C=CC=C1)C(CC1=CC=CC=C1)=O (1-(2-fluorophenyl)-2-phenylethanone). The yield is 33.5%. As a reaction SMILES: Br[C:2]1[CH:7]=[CH:6][CH:5]=[CH:4][C:3]=1[F:8].ClC1C=C([C:17](=[O:25])[CH2:18][C:19]2[CH:24]=[CH:23][CH:22]=[CH:21][CH:20]=2)C=C(Cl)C=1>>[F:8][C:3]1[CH:4]=[CH:5][CH:6]=[CH:7][C:2]=1[C:17](=[O:25])[CH2:18][C:19]1[CH:24]=[CH:23][CH:22]=[CH:21][CH:20]=1. Procedure details: Prepared from 1-bromo-2-fluorobenzene following the procedure described in Intermediate 13, where the crude product was purified by column chromatography (PE:EtOAc=100:1) to afford Intermediate 24 (300 mg, yield 33.5%). Starting materials: C(C(C)C)C1=CC=C(C=C1)C(CCCCCC(=O)C1=CN(C2=CC=CC=C12)CCCC(=O)OCC)CCCC (ethyl 4-[3-[7-(4-isobutylphenyl)undecanoyl]-1-indolyl]butyrate), C(C(C)C)C1=CC=C(C=C1)C(CCCCCCC(=O)C1=CN(C2=CC=CC=C12)CCCC(=O)OCC)CCC (ethyl 4-[3-[8-(4-isobutylphenyl)undecanoyl]-1-indolyl]butyrate). The product is C(C(C)C)C1=CC=C(C=C1)C(CCCCCC(=O)C1=CN(C2=CC=CC=C12)CCCC(=O)O)CCCC (4-[3-[7-(4isobutylphenyl)undecanoyl]-1-indolyl]butyric acid). Reaction SMILES: [CH2:1]([C:5]1[CH:10]=[CH:9][C:8]([CH:11]([CH2:36][CH2:37][CH2:38][CH3:39])[CH2:12][CH2:13][CH2:14][CH2:15][CH2:16][C:17]([C:19]2[C:27]3[C:22](=[CH:23][CH:24]=[CH:25][CH:26]=3)[N:21]([CH2:28][CH2:29][CH2:30][C:31]([O:33]CC)=[O:32])[CH:20]=2)=[O:18])=[CH:7][CH:6]=1)[CH:2]([CH3:4])[CH3:3].C(C1C=CC(C(CCC)CCCCCCC(C2C3C(=CC=CC=3)N(CCCC(OCC)=O)C=2)=O)=CC=1)C(C)C>>[CH2:1]([C:5]1[CH:10]=[CH:9][C:8]([CH:11]([CH2:36][CH2:37][CH2:38][CH3:39])[CH2:12][CH2:13][CH2:14][CH2:15][CH2:16][C:17]([C:19]2[C:27]3[C:22](=[CH:23][CH:24]=[CH:25][CH:26]=3)[N:21]([CH2:28][CH2:29][CH2:30][C:31]([OH:33])=[O:32])[CH:20]=2)=[O:18])=[CH:7][CH:6]=1)[CH:2]([CH3:4])[CH3:3]. Procedure: The procedure of Ex. 16 was repeated except that ethyl 4-[3-[7-(4-isobutylphenyl)undecanoyl]-1-indolyl]butyrate obtained in Ex. 19 was used in place of ethyl 4-[3-[8-(4-isobutylphenyl)undecanoyl]-1-indolyl]butyrate to give 4-[3-[7-(4isobutylphenyl)undecanoyl]-1-indolyl]butyric acid. Starting materials: C(C)(=O)OCC (ethyl acetate), C1NCCCC2=C1C=CC(=C2)OC2=NC=C(C(=O)N)C=C2 (6-(2,3,4,5-tetrahydro-1H-benzo[c]azepin-7-yloxy)nicotinamide), C(=O)([O-])[O-].[K+].[K+] (K2CO3), BrCCCC(F)(F)F (4-bromo-1,1,1-trifluorobutane). Solvent: CN(C)C=O (DMF). Conditions: time 5.5 hour. The product is FC(CCCN1CC2=C(CCC1)C=C(C=C2)OC2=NC=C(C(=O)N)C=C2)(F)F (6-[2-(4,4,4-Trifluorobutyl)-2,3,4,5-tetrahydro-1H-benzo[c]azepin-7-yloxy]nicotinamide). As a reaction SMILES: [CH2:1]1[C:7]2[CH:8]=[CH:9][C:10]([O:12][C:13]3[CH:21]=[CH:20][C:16]([C:17]([NH2:19])=[O:18])=[CH:15][N:14]=3)=[CH:11][C:6]=2[CH2:5][CH2:4][CH2:3][NH:2]1.C([O-])([O-])=O.[K+].[K+].Br[CH2:29][CH2:30][CH2:31][C:32]([F:35])([F:34])[F:33].C(OCC)(=O)C>CN(C=O)C>[F:33][C:32]([F:35])([F:34])[CH2:31][CH2:30][CH2:29][N:2]1[CH2:3][CH2:4][CH2:5][C:6]2[CH:11]=[C:10]([O:12][C:13]3[CH:21]=[CH:20][C:16]([C:17]([NH2:19])=[O:18])=[CH:15][N:14]=3)[CH:9]=[CH:8][C:7]=2[CH2:1]1 |f:1.2.3|. Procedure: Mix 6-(2,3,4,5-tetrahydro-1H-benzo[c]azepin-7-yloxy)nicotinamide (Example 447, Part E, 0.350 g, 1.24 mmol), K2CO3 (0.427 g, 3.09 mmol), and 4-bromo-1,1,1-trifluorobutane (0.248 g, 1.30 mmol) in DMF (6.2 mL). Beat at 95° C. for 5.5 hours, then at 50° C. overnight. Cool the reaction mixture to room temperature and add ethyl acetate (100 mL). Wash with water (1×30 mL) and brine (1×30 mL). Dry the organic layer over Na2SO4, filter and concentrate. Purify by flash chromatography eluting with 6% to 20...